The task is: describe an organic reaction: reactants, conditions, products, and yield. This data is from the Open Reaction Database (ORD), a public repository of structured organic reaction records. Starting materials: C1CCOC1, COc1cc(C=O)ccc1-n1cnc(C)c1, CCOC(C)=O, CCO, CCOP(=O)(OCC)C1CCC2COCC(c3ccc(Cl)cc3)N2C1=O, [Li+], [OH-], O, O. The product is COc1cc(C=C2CCC3COCC(c4ccc(Cl)cc4)N3C2=O)ccc1-n1cnc(C)c1. As a reaction SMILES: [CH2:52]1[O:53][CH2:54][CH2:55][CH2:56]1.[CH3:30][O:31][c:32]1[cH:33][c:34]([CH:35]=[O:36])[cH:37][cH:38][c:39]1-[n:40]1[cH:41][n:42][c:43]([CH3:45])[cH:44]1.[CH3:46][CH2:47][O:48][C:49](=[O:50])[CH3:51].[CH3:57][CH2:58][OH:59].[Cl:4][c:5]1[cH:6][cH:7][c:8]([CH:11]2[N:12]3[CH:13]([CH2:14][O:15][CH2:16]2)[CH2:17][CH2:18][CH:19]([P:22](=[O:23])([O:24][CH2:25][CH3:26])[O:27][CH2:28][CH3:29])[C:20]3=[O:21])[cH:9][cH:10]1.[Li+:3].[OH-:2].[OH2:1].[OH2:60]>>[Cl:4][c:5]1[cH:6][cH:7][c:8]([CH:11]2[N:12]3[CH:13]([CH2:14][O:15][CH2:16]2)[CH2:17][CH2:18][C:19](=[CH:35][c:34]2[cH:33][c:32]([O:31][CH3:30])[c:39](-[n:40]4[cH:41][n:42][c:43]([CH3:45])[cH:44]4)[cH:38][cH:37]2)[C:20]3=[O:21])[cH:9][cH:10]1. Starting materials: Clc1nccc(-c2ccc(Br)s2)n1, CN1CCCC1=O, CO, Cc1ccccc1, CCN(C(C)C)C(C)C, CC1(C)C(=O)NC(=O)N1CCN. The product is CC1(C)C(=O)NC(=O)N1CCNc1nccc(-c2ccc(Br)s2)n1. As a reaction SMILES: [Br:29][c:30]1[cH:31][cH:32][c:33](-[c:35]2[n:36][c:37]([Cl:41])[n:38][cH:39][cH:40]2)[s:34]1.[CH3:22][N:23]1[CH2:24][CH2:25][CH2:26][C:27]1=[O:28].[CH3:42][OH:43].[CH3:44][c:45]1[cH:46][cH:47][cH:48][cH:49][cH:50]1.[CH:13]([N:14]([CH2:15][CH3:16])[CH:17]([CH3:18])[CH3:19])([CH3:20])[CH3:21].[NH2:1][CH2:2][CH2:3][N:4]1[C:5](=[O:12])[NH:6][C:7](=[O:11])[C:8]1([CH3:9])[CH3:10]>>[NH:1]([CH2:2][CH2:3][N:4]1[C:5](=[O:12])[NH:6][C:7](=[O:11])[C:8]1([CH3:9])[CH3:10])[c:37]1[n:36][c:35](-[c:33]2[cH:32][cH:31][c:30]([Br:29])[s:34]2)[cH:40][cH:39][n:38]1.